This data is from the Open Reaction Database (ORD), a public repository of structured organic reaction records. The task is: describe an organic reaction: reactants, conditions, products, and yield Starting materials: ClCCl, OCc1ccc(-c2cccc3cncn23)cc1. Yields the product O=Cc1ccc(-c2cccc3cncn23)cc1. RXN SMILES: [CH2:18]([Cl:19])[Cl:20].[OH:1][CH2:2][c:3]1[cH:4][cH:5][c:6](-[c:9]2[cH:10][cH:11][cH:12][c:13]3[n:14]2[cH:15][n:16][cH:17]3)[cH:7][cH:8]1>>[O:1]=[CH:2][c:3]1[cH:4][cH:5][c:6](-[c:9]2[cH:10][cH:11][cH:12][c:13]3[n:14]2[cH:15][n:16][cH:17]3)[cH:7][cH:8]1. The reactants are CS(=O)(=O)C1=CC=C(C=C1)C=1C=2N(C=CC1)N=C(N2)N (8-(4-methanesulfonyl-phenyl)-[1,2,4]triazolo[1,5-a]pyridin-2-ylamine), BrC1=CC=C(OCCN2CCCC2)C=C1 (1-[2-(4-bromo-phenoxy)-ethyl]-pyrrolidine). RXN SMILES: [CH3:1][S:2]([C:5]1[CH:10]=[CH:9][C:8]([C:11]2[C:12]3[N:13]([N:17]=[C:18]([NH2:20])[N:19]=3)[CH:14]=[CH:15][CH:16]=2)=[CH:7][CH:6]=1)(=[O:4])=[O:3].Br[C:22]1[CH:35]=[CH:34][C:25]([O:26][CH2:27][CH2:28][N:29]2[CH2:33][CH2:32][CH2:31][CH2:30]2)=[CH:24][CH:23]=1>>[CH3:1][S:2]([C:5]1[CH:10]=[CH:9][C:8]([C:11]2[C:12]3[N:13]([N:17]=[C:18]([NH:20][C:22]4[CH:23]=[CH:24][C:25]([O:26][CH2:27][CH2:28][N:29]5[CH2:30][CH2:31][CH2:32][CH2:33]5)=[CH:34][CH:35]=4)[N:19]=3)[CH:14]=[CH:15][CH:16]=2)=[CH:7][CH:6]=1)(=[O:3])=[O:4]. The product is CS(=O)(=O)C1=CC=C(C=C1)C=1C=2N(C=CC1)N=C(N2)NC2=CC=C(C=C2)OCCN2CCCC2 ([8-(4-Methanesulfonyl-phenyl)-[1,2,4]triazolo[1,5-a]pyridin-2-yl]-[4-(2-pyrrolidin-1-yl-ethoxy)-phenyl]-amine), solid. Yield: 15.0%. Reported procedure: [8-(4-Methanesulfonyl-phenyl)-[1,2,4]triazolo[1,5-a]pyridin-2-yl]-[4-(2-pyrrolidin-1-yl-ethoxy)-phenyl]-amine was prepared from 8-(4-methanesulfonyl-phenyl)-[1,2,4]triazolo[1,5-a]pyridin-2-ylamine (100.0 mg, 0.3468 mmol) and 1-[2-(4-bromo-phenoxy)-ethyl]-pyrrolidine (0.10 mL, 0.48 mmol) in a manner analogous to Step 2d. The title compound was isolated as a yellow solid (0.025 g, 15%). MP=170-173° C. 1H NMR (400 MHz, CDCl3, δ, ppm): 8.49-8.45 (m, 1H), 8.25-8.20 (m, 2H), 8.10-8.06 (m, 2H), 7.65-7.... Reactants: C([O-])([O-])=O.[K+].[K+] (potassium carbonate), Cl.N1CCC(CC1)CO (4-piperidinemethanol hydrochloride), ClC(=O)OCC (ethyl chloroformate). The solvent is C(Cl)(Cl)Cl (chloroform), O (water), C(Cl)(Cl)Cl (chloroform). Conditions: temperature 20 celsius, time 3 hour. Product: OCC1CCN(CC1)C(=O)OCC (Ethyl 4-hydroxymethyl-1-piperidinecarboxylate). The yield is 100.0%. RXN SMILES: C(=O)([O-])[O-].[K+].[K+].Cl.[NH:8]1[CH2:13][CH2:12][CH:11]([CH2:14][OH:15])[CH2:10][CH2:9]1.Cl[C:17]([O:19][CH2:20][CH3:21])=[O:18]>C(Cl)(Cl)Cl.O>[OH:15][CH2:14][CH:11]1[CH2:12][CH2:13][N:8]([C:17]([O:19][CH2:20][CH3:21])=[O:18])[CH2:9][CH2:10]1 |f:0.1.2,3.4|. Procedure details: 168.3 g (1.22 mol) of potassium carbonate are added to a solution of 61.6 g (406 mmol) of 4-piperidinemethanol hydrochloride in a mixture of 406 ml of chloroform and 406 ml of water, followed by 42.55 ml (440 mmol) of ethyl chloroformate dissolved in 160 ml of chloroform. The mixture is stirred for 3 h at 20° C., the organic phase is separated off, the aqueous phase is extracted with dichloromethane, the organic phases are combined to form a single phase, washed with water and dried over magnesi... Product: FC1=CC=C(C=C1)C=CC1=C(C(=O)OC)C=C(C=C1)OC (methyl 2-[2-(4-fluorophenyl)ethenyl]-5-methoxybenzoate). Procedure details: A mixture of methyl 2-bromo-5-methoxybenzoate (28.3 g, 115 mmol), 4-fluorostyrene (20.6 ml, 173.3 mmol), tert-n-butylamine (2.7 ml, 11.5 mmol), Pd[(o-tolyl)3 P]2 Cl2 (0.9 g, 1.15 mmol), and NaHCO3 (14.6 g, 173.3 mmol), and water (220 ml) was stirred and heated at reflux for 16 hours. The reaction mixture was diluted with water (200 ml) and extracted with ethyl acetate (2×400 ml). The extracts were washed with 2M HCl (100 ml), water (100 ml), brine (100 ml), dried (MgSO4), filtered and evaporated... The solvent is O (water), O (water). Isolated yield 132.1%. RXN SMILES: Br[C:2]1[CH:11]=[CH:10][C:9]([O:12][CH3:13])=[CH:8][C:3]=1[C:4]([O:6][CH3:7])=[O:5].[F:14][C:15]1[CH:22]=[CH:21][C:18]([CH:19]=[CH2:20])=[CH:17][CH:16]=1.C([O-])(O)=O.[Na+]>O>[F:14][C:15]1[CH:22]=[CH:21][C:18]([CH:19]=[CH:20][C:2]2[CH:11]=[CH:10][C:9]([O:12][CH3:13])=[CH:8][C:3]=2[C:4]([O:6][CH3:7])=[O:5])=[CH:17][CH:16]=1 |f:2.3|. The reactants are BrC1=C(C(=O)OC)C=C(C=C1)OC (methyl 2-bromo-5-methoxybenzoate), FC1=CC=C(C=C)C=C1 (4-fluorostyrene), tert-n-butylamine, Pd[(o-tolyl)3 P]2 Cl2, C(=O)(O)[O-].[Na+] (NaHCO3). The reactants are O1C(OCC1)C1=C2CCC(NC2=CC=C1)=O (5-(1,3-Dioxolan-2-yl)-3,4-dihydro-1H-quinolin-2-one), IC1=CC=CC=C1 (iodobenzene), N[C@H]1[C@@H](CCCC1)N (trans-1,2-diaminocyclohexane), C([O-])([O-])=O.[Cs+].[Cs+] (cesium carbonate). Reagents/catalysts: [Cu]I (copper(I) iodide). The solvent is O1CCOCC1 (1,4-dioxane). The product is O1C(OCC1)C1=C2CCC(N(C2=CC=C1)C1=CC=CC=C1)=O (5-(1,3-dioxolan-2-yl)-1-phenyl-3,4-dihydro-1H-quinolin-2-one). The yield is 93.8%. As a reaction SMILES: [O:1]1[CH2:5][CH2:4][O:3][CH:2]1[C:6]1[CH:15]=[CH:14][CH:13]=[C:12]2[C:7]=1[CH2:8][CH2:9][C:10](=[O:16])[NH:11]2.I[C:18]1[CH:23]=[CH:22][CH:21]=[CH:20][CH:19]=1.N[C@@H]1CCCC[C@H]1N.C(=O)([O-])[O-].[Cs+].[Cs+]>O1CCOCC1.[Cu]I>[O:1]1[CH2:5][CH2:4][O:3][CH:2]1[C:6]1[CH:15]=[CH:14][CH:13]=[C:12]2[C:7]=1[CH2:8][CH2:9][C:10](=[O:16])[N:11]2[C:18]1[CH:23]=[CH:22][CH:21]=[CH:20][CH:19]=1 |f:3.4.5|. Procedure details: 5-(1,3-Dioxolan-2-yl)-3,4-dihydro-1H-quinolin-2-one (2.30 g, 10.5 mmol), iodobenzene (3.5 ml, 31.5 mmol), copper(I) iodide (400 mg, 2.10 mmol), trans-1,2-diaminocyclohexane (0.129 ml, 1.05 mmol) and cesium carbonate (6.84 g, 21.0 mmol) were stirred in 30 ml of 1,4-dioxane under reflux for three days. After cooling, the insoluble matter was filtered off through a Celite pad. Ethyl acetate and water were added to the filtrate, and the resulting mixture was washed (twice with water and once with a ... Starting materials: COC(=O)N1CC[C@@H]2[C@](CCC[C@H]12)(C#CC=1C=C(C=CC1)C)O ((3aS,4R,7aS)-4-hydroxy-4-m-tolylethynyl-octahydro-indole-1-carboxylic acid methyl ester), ClC1=C(C(=CC=C1)Cl)CC(=O)O ((2,6-dichloro-phenyl)-acetic acid). Product: COC(=O)N1CC[C@H]2[C@@](CCC[C@@H]12)(C#CC=1C=C(C=CC1)C)OC(CC1=C(C=CC=C1Cl)Cl)=O ((3aR,4S,7aR)-4-[2-(2,6-dichloro-phenyl)-acetoxy]-4-m-tolylethynyl-octahydro-indole-1-carboxylic acid methyl ester). As a reaction SMILES: [CH3:1][O:2][C:3]([N:5]1[C@@H:13]2[C@@H:8]([C@@:9]([OH:23])([C:14]#[C:15][C:16]3[CH:17]=[C:18]([CH3:22])[CH:19]=[CH:20][CH:21]=3)[CH2:10][CH2:11][CH2:12]2)[CH2:7][CH2:6]1)=[O:4].[Cl:24][C:25]1[CH:30]=[CH:29][CH:28]=[C:27]([Cl:31])[C:26]=1[CH2:32][C:33](O)=[O:34]>>[CH3:1][O:2][C:3]([N:5]1[C@H:13]2[C@H:8]([C@:9]([O:23][C:33](=[O:34])[CH2:32][C:26]3[C:25]([Cl:24])=[CH:30][CH:29]=[CH:28][C:27]=3[Cl:31])([C:14]#[C:15][C:16]3[CH:17]=[C:18]([CH3:22])[CH:19]=[CH:20][CH:21]=3)[CH2:10][CH2:11][CH2:12]2)[CH2:7][CH2:6]1)=[O:4]. Reported procedure: Synthesis in analogy to the General Method 1 starting from (3aS,4R,7aS)-4-hydroxy-4-m-tolylethynyl-octahydro-indole-1-carboxylic acid methyl ester and (2,6-dichloro-phenyl)-acetic acid to yield (3aR,4S,7aR)-4-[2-(2,6-dichloro-phenyl)-acetoxy]-4-m-tolylethynyl-octahydro-indole-1-carboxylic acid methyl ester. MS [M+H]=296 (ester elimination ion); RT=9.620 min; HPLC Method I